Task: describe an organic reaction: reactants, conditions, products, and yield. Dataset: the Open Reaction Database (ORD), a public repository of structured organic reaction records Starting materials: COC(C(Br)C1=C(C=CC=C1)C(=O)OC)=O (2-(2-methoxycarbonyl-phenyl)-2-bromo-acetic acid methyl ester), OC1=C(C#N)C=CC=C1 (2-hydroxy-benzonitrile), COC(C(Br)C1=C(C=C(C=C1)Cl)C(=O)OC)=O (2-(4-chloro-2-methoxycarbonyl-phenyl)-2-bromo-acetic acid methyl ester), SC1=C(C#N)C=CC=C1 (2-mercapto-benzonitrile). The product is OC1=NC2=C(C3=CC=CC=C13)SC1=C2C=CC=C1 (5-hydroxyl-benzothieno[3,2-c]isoquinoline). RXN SMILES: COC(=O)[CH:4]([C:6]1[CH:11]=[CH:10][CH:9]=[CH:8][C:7]=1[C:12](OC)=[O:13])Br.COC(=O)C(C1C=CC(Cl)=CC=1C(OC)=O)Br.[SH:34][C:35]1[CH:42]=[CH:41][CH:40]=[CH:39][C:36]=1[C:37]#[N:38].OC1C=CC=CC=1C#N>>[OH:13][C:12]1[C:7]2[C:6](=[CH:11][CH:10]=[CH:9][CH:8]=2)[C:4]2[S:34][C:35]3[CH:42]=[CH:41][CH:40]=[CH:39][C:36]=3[C:37]=2[N:38]=1. Procedure details: The procedure was similar to step S19B, while the starting material was 23A in stead of 19A, and used 2-mercapto-benzonitrile in stead of 2-hydroxy-benzonitrile. Reactants: ClC=1C=C(C=CC1Cl)C(C)(C)C1=CN=CN1C1=CC=C(C=C1)F (5-(2-(3,4-dichlorophenyl)propan-2-yl)-1-(4-fluorophenyl)-1H-imidazole), C1CCOC1 (THF), [Li]CCCC (n-BuLi). Solvent: CN(C)C=O (DMF). Reaction conditions: temperature -78 celsius, time 1 hour. Yields the product ClC=1C=C(C=CC1Cl)C(C)(C)C1=CN=C(N1C1=CC=C(C=C1)F)C=O (5-(2-(3,4-dichlorophenyl)propan-2-yl)-1-(4-fluorophenyl)-1H-imidazole-2-carbaldehyde). Isolated yield 89.0%. As a reaction SMILES: [Cl:1][C:2]1[CH:3]=[C:4]([C:9]([C:12]2[N:16]([C:17]3[CH:22]=[CH:21][C:20]([F:23])=[CH:19][CH:18]=3)[CH:15]=[N:14][CH:13]=2)([CH3:11])[CH3:10])[CH:5]=[CH:6][C:7]=1[Cl:8].C1C[O:27][CH2:26]C1.[Li]CCCC>CN(C=O)C>[Cl:1][C:2]1[CH:3]=[C:4]([C:9]([C:12]2[N:16]([C:17]3[CH:18]=[CH:19][C:20]([F:23])=[CH:21][CH:22]=3)[C:15]([CH:26]=[O:27])=[N:14][CH:13]=2)([CH3:11])[CH3:10])[CH:5]=[CH:6][C:7]=1[Cl:8]. Procedure: To a solution of 5-(2-(3,4-dichlorophenyl)propan-2-yl)-1-(4-fluorophenyl)-1H-imidazole (770 mg, 2.2 mmol) in anhyd THF (10 mL) at −78° C. was added n-BuLi (1.4 mL, 2.0M in hexane, 2.8 mmol) dropwise. After stirring 1 h at −78° C., anhyd DMF (0.85 mL) was added in one portion. After stirring another 3 h at −78° C., the reaction was quenched with water. After warming to ambient temperature, the mixture was extracted with EtOAc. The combined extracts were washed with brine, dried over Na2SO4, and c... Starting materials: CCOC(=O)c1nnc2ccc(CC)cc2c1O, O=[Cr](=O)=O, O=S(=O)(O)O. Product: CCOC(=O)c1nnc2ccc(C(C)=O)cc2c1O. As a reaction SMILES: [CH2:1]([CH3:2])[c:3]1[cH:4][c:5]2[c:6]([OH:18])[c:7]([C:13](=[O:14])[O:15][CH2:16][CH3:17])[n:8][n:9][c:10]2[cH:11][cH:12]1.[O:19]=[Cr:20](=[O:21])=[O:22].[S:23](=[O:24])(=[O:25])([OH:26])[OH:27]>>[C:1]([CH3:2])([c:3]1[cH:4][c:5]2[c:6]([OH:18])[c:7]([C:13](=[O:14])[O:15][CH2:16][CH3:17])[n:8][n:9][c:10]2[cH:11][cH:12]1)=[O:19].